From a dataset of the Open Reaction Database (ORD), a public repository of structured organic reaction records. describe an organic reaction: reactants, conditions, products, and yield Starting materials: O=P(Cl)(Cl)Cl (POCl3), O=C1C2=C(N=C(N1)C1=CC=C(C(=O)OC)C=C1)SC(=C2)C (methyl 4-(3,4-dihydro-4-oxo-6-methyl-thieno-[2,3-d]-pyrimidin-2-yl)-benzoate), CN(C1=CC=CC=C1)C (N,N-dimethylaniline). The product is ClC=1C2=C(N=C(N1)C1=CC=C(C(=O)OC)C=C1)SC(=C2)C (methyl 4-(4-chloro-6-methyl-thieno-[2,3-d]-pyrimidin-2-yl)-benzoate). Reaction SMILES: O=P(Cl)(Cl)[Cl:3].O=[C:7]1[NH:12][C:11]([C:13]2[CH:22]=[CH:21][C:16]([C:17]([O:19][CH3:20])=[O:18])=[CH:15][CH:14]=2)=[N:10][C:9]2[S:23][C:24]([CH3:26])=[CH:25][C:8]1=2.CN(C)C1C=CC=CC=1>>[Cl:3][C:7]1[C:8]2[CH:25]=[C:24]([CH3:26])[S:23][C:9]=2[N:10]=[C:11]([C:13]2[CH:22]=[CH:21][C:16]([C:17]([O:19][CH3:20])=[O:18])=[CH:15][CH:14]=2)[N:12]=1. Procedure details: A mixture of 18 ml of POCl3 with 6 g of methyl 4-(3,4-dihydro-4-oxo-6-methyl-thieno-[2,3-d]-pyrimidin-2-yl)-benzoate is boiled for 4 hours with the addition of 1.8 ml of N,N-dimethylaniline. Customary working up gives 5 g of methyl 4-(4-chloro-6-methyl-thieno-[2,3-d]-pyrimidin-2-yl)-benzoate.